The task is: describe an organic reaction: reactants, conditions, products, and yield. This data is from the Open Reaction Database (ORD), a public repository of structured organic reaction records. The reactants are N1N=CC2=CC(=CC=C12)C=1CCN(CC1)C(=O)OC(C)(C)C (tert-butyl 4-(1H-indazol-5-yl)-3,6-dihydropyridine-1(2H)-carboxylate). Reagents/catalysts: [Pd] (Pd/C). Run in CO (MeOH). Reaction conditions: time 12 hour. Yields the product N1N=CC2=CC(=CC=C12)C1CCN(CC1)C(=O)OC(C)(C)C (tert-butyl 4-(1H-indazol-5-yl)piperidine-1-carboxylate). The yield is 99.0%. RXN SMILES: [NH:1]1[C:9]2[C:4](=[CH:5][C:6]([C:10]3[CH2:11][CH2:12][N:13]([C:16]([O:18][C:19]([CH3:22])([CH3:21])[CH3:20])=[O:17])[CH2:14][CH:15]=3)=[CH:7][CH:8]=2)[CH:3]=[N:2]1>CO.[Pd]>[NH:1]1[C:9]2[C:4](=[CH:5][C:6]([CH:10]3[CH2:11][CH2:12][N:13]([C:16]([O:18][C:19]([CH3:22])([CH3:21])[CH3:20])=[O:17])[CH2:14][CH2:15]3)=[CH:7][CH:8]=2)[CH:3]=[N:2]1. Reported procedure: A solution of tert-butyl 4-(1H-indazol-5-yl)-3,6-dihydropyridine-1(2H)-carboxylate (200 mg; 0.67 mmol; 1.0 eq.) in MeOH (6 mL) was hydrogenated (10 bars) in a Paar instrument in presence of Pd/C (10% Pd moistened 50% H2O; 7.11 mg; 0.07 mmol; 0.10 eq.) at RT. After 12 h, the reaction mixture was filtered through a celite pad and the filtrate was concentrated to dryness to give the title compound as a grey foam (200 mg; 99%). 1H NMR (300 MHz, DMSO-d6) δ 12.94 (brs, 1H), 7.98 (s, 1H), 7.56 (s, 1H),... Reactants: N1C(=CC=C1)C(=O)N1C=NC=C1 (1-(1H-pyrrole-2-carbonyl)imidazole), C1COC2(CCNCC2)O1 (4-piperidone ethylene ketal). Solvent: C1CCOC1 (THF). The product is C1COC2(CCN(CC2)C(=O)C=2NC=CC2)O1 (1-(1-H-Pyrrol-2-ylcarbonyl)-4-piperidone ethylene ketal). Isolated yield 70.7%. Reaction SMILES: [NH:1]1[CH:5]=[CH:4][CH:3]=[C:2]1[C:6]([N:8]1[CH:12]=[CH:11]N=[CH:9]1)=[O:7].[CH2:13]1[O:22][C:16]2(CCNC[CH2:17]2)[O:15][CH2:14]1>C1COCC1>[CH2:13]1[O:22][C:16]2([CH2:17][CH2:9][N:8]([C:6]([C:2]3[NH:1][CH:5]=[CH:4][CH:3]=3)=[O:7])[CH2:12][CH2:11]2)[O:15][CH2:14]1. Procedure: A solution of 1-(1H-pyrrole-2-carbonyl)imidazole (0.54 g, 3.4 mnmol) and 4-piperidone ethylene ketal (0.43 ml, 3.4 mmol) in THF (10 ml) was heated at reflux for 1 h. The mixture was cooled and evaporated, diluted with ethyl acetate, washed with dilute HCl, dried over sodium sulphate and evaporated to afford a beige solid (0.56 g), MS (+CI) 237 ([M+H]+), 1H NMR (CDCl3) 9.47 (1H, br. s), 6.92 (1H, m), 6.53 (1H, m), 6.25 (1H, m), 4.00 (4H, s), 3.91 (4H, t, J 5.4 Hz), 1.78 (4H, t, J 5.8 Hz). Reactants: C(=O)C1=C(SC=C1)NC(OC(C)(C)C)=O (tert-butyl 3-formyl-2-thienylcarbamate), C(CC(=O)OCC)(=O)OCC (diethyl malonate), N1CCCCC1 (piperidine). Solvent: CCO (EtOH). Yields the product O=C1C(=CC2=C(N1)SC=C2)C(=O)OCC (Ethyl 6-oxo-6,7-Dihydrothieno[2,3-b]pyridine-5-carboxylate). As a reaction SMILES: [CH:1]([C:3]1[CH:7]=[CH:6][S:5][C:4]=1[NH:8][C:9](=[O:15])OC(C)(C)C)=O.C(OCC)(=O)[CH2:17][C:18]([O:20][CH2:21][CH3:22])=[O:19].N1CCCCC1>CCO>[O:15]=[C:9]1[NH:8][C:4]2[S:5][CH:6]=[CH:7][C:3]=2[CH:1]=[C:17]1[C:18]([O:20][CH2:21][CH3:22])=[O:19]. Reported procedure: A solution of tert-butyl 3-formyl-2-thienylcarbamate (11-3, 1.90, 8.36 mmol, 1 equiv), diethyl malonate (2.54 mL, 16.7 mmol, 2.00 equiv), and piperidine (0.413 mL, 4.18 mmol, 0.500 equiv) in EtOH (100 mL) was heated at reflux for 6 h. The reaction mixture was concentrated, and the residue was purified by flash column chromatography (EtOAc, initally, then 10% MeOH in EtOAc) to give ethyl 6-oxo-6,7-dihydrothieno[2,3-b]pyridine-5-carboxylate (10-4). 1H NMR (400 MHz, CDCl3) δ 11.57 (brs, 1H), 8.60 (... The reactants are OC1=C(C(=CC=C1CCCCC(=O)OC)OCCCOC1=C(C=C(C(=C1)O)C1=CC=C(C=C1)F)CC)CCC(=O)OCC (ethyl 3-(2-hydroxy-3-(4-methoxycarbonylbutyl)-6-(3-(2-ethyl-4-(4-fluorophenyl)-5-hydroxyphenoxy)propoxy)phenyl)propionate). Reagents/catalysts: [Pd] (palladium on carbon), S(O)(O)(=O)=O (sulfuric acid). The solvent is CO (methanol). Yields the product OC1=C(C(=CC=C1CCCCC(=O)OC)OCCCOC1=C(C=C(C(=C1)O)C1=CC=C(C=C1)F)CC)CCC(=O)OC (Methyl 3-(2-hydroxy-3-(4-methoxycarbonylbutyl)-6-(3-(2-ethyl-4-(4-fluorophenyl)-5-hydroxyphenoxy)propoxy)phenyl)propionate). Isolated yield 80.0%. RXN SMILES: [OH:1][C:2]1[C:7]([CH2:8][CH2:9][CH2:10][CH2:11][C:12]([O:14][CH3:15])=[O:13])=[CH:6][CH:5]=[C:4]([O:16][CH2:17][CH2:18][CH2:19][O:20][C:21]2[CH:26]=[C:25]([OH:27])[C:24]([C:28]3[CH:33]=[CH:32][C:31]([F:34])=[CH:30][CH:29]=3)=[CH:23][C:22]=2[CH2:35][CH3:36])[C:3]=1[CH2:37][CH2:38][C:39]([O:41][CH2:42]C)=[O:40]>[Pd].S(=O)(=O)(O)O.CO>[OH:1][C:2]1[C:7]([CH2:8][CH2:9][CH2:10][CH2:11][C:12]([O:14][CH3:15])=[O:13])=[CH:6][CH:5]=[C:4]([O:16][CH2:17][CH2:18][CH2:19][O:20][C:21]2[CH:26]=[C:25]([OH:27])[C:24]([C:28]3[CH:33]=[CH:32][C:31]([F:34])=[CH:30][CH:29]=3)=[CH:23][C:22]=2[CH2:35][CH3:36])[C:3]=1[CH2:37][CH2:38][C:39]([O:41][CH3:42])=[O:40]. Procedure: A mixture 250 mg of ethyl 3-(2-hydroxy-3-(4-methoxycarbonylbutyl)-6-(3-(2-ethyl-4-(4-fluorophenyl)-5-hydroxyphenoxy)propoxy)phenyl)propionate, 0.1 gm of 10% palladium on carbon, and several drops of concentrated sulfuric acid in 125 mL of methanol was hydrogenated on a Parr™ apparatus at 45 psi for 18 hours. The mixture was filtered and the filtrate was evaporated in vacuo giving the title intermediate in 80% yield, NMR